From a dataset of the Open Reaction Database (ORD), a public repository of structured organic reaction records. describe an organic reaction: reactants, conditions, products, and yield Reactants: C=Cc1cccc2c1ccn2S(=O)(=O)c1ccc(C)cc1, [O-][I+3]([O-])([O-])[O-], [Na+], C1COCCO1, O=[Os](=O)(=O)=O, O, Cc1cccc(C)n1. Yields the product Cc1ccc(S(=O)(=O)n2ccc3c(C=O)cccc32)cc1. Reaction SMILES: [CH3:1][c:2]1[cH:3][cH:4][c:5]([S:8](=[O:9])(=[O:10])[n:11]2[cH:12][cH:13][c:14]3[c:15]([CH:20]=[CH2:21])[cH:16][cH:17][cH:18][c:19]23)[cH:6][cH:7]1.[I+3:30]([O-:31])([O-:32])([O-:33])[O-:34].[Na+:35].[O:36]1[CH2:37][CH2:38][O:39][CH2:40][CH2:41]1.[O:43]=[Os:44](=[O:45])(=[O:46])=[O:47].[OH2:42].[n:22]1[c:23]([CH3:24])[cH:25][cH:26][cH:27][c:28]1[CH3:29]>>[CH3:1][c:2]1[cH:3][cH:4][c:5]([S:8](=[O:9])(=[O:10])[n:11]2[cH:12][cH:13][c:14]3[c:15]([CH:20]=[O:31])[cH:16][cH:17][cH:18][c:19]23)[cH:6][cH:7]1. Reactants: CCn1nc(C)c(OC)c1C1CCN(C(=O)OC(C)(C)C)CC1, ClCCl, O=C(O)C(F)(F)F. The product is CCn1nc(C)c(OC)c1C1CCNCC1. RXN SMILES: [C:1]([O:2][C:3](=[O:4])[N:8]1[CH2:9][CH2:10][CH:11]([c:14]2[c:15]([O:22][CH3:23])[c:16]([CH3:21])[n:17][n:18]2[CH2:19][CH3:20])[CH2:12][CH2:13]1)([CH3:5])([CH3:6])[CH3:7].[Cl:31][CH2:32][Cl:33].[OH:24][C:25]([C:26]([F:27])([F:28])[F:29])=[O:30]>>[NH:8]1[CH2:9][CH2:10][CH:11]([c:14]2[c:15]([O:22][CH3:23])[c:16]([CH3:21])[n:17][n:18]2[CH2:19][CH3:20])[CH2:12][CH2:13]1. Starting materials: ClC=1C=CC=2N(N1)C(=NN2)C2(CC2)C=2C=C1C=CC=NC1=CC2 (6-[1-(6-chloro-[1,2,4]triazolo[4,3-b]pyridazin-3-yl)-cyclopropyl]-quinoline), C(CCC)[Sn](C(=C)OCC)(CCCC)CCCC (tributyl(1-ethoxyvinyl)stannane). The reagents and catalysts are Cl[Pd]([P](C1=CC=CC=C1)(C2=CC=CC=C2)C3=CC=CC=C3)([P](C4=CC=CC=C4)(C5=CC=CC=C5)C6=CC=CC=C6)Cl (PdCl2(PPh3)2). Solvent: O1CCOCC1 (1,4-dioxane), CCOC(=O)C (EtOAc). Conditions: time 3 hour. The product is N1=CC=CC2=CC(=CC=C12)C1(CC1)C1=NN=C2N1N=C(C=C2)C(C)=O (1-[3-(1-Quinolin-6-yl-cyclopropyl)-[1,2,4]triazolo[4,3-b]pyridazin-6-yl]-ethanone). Reaction SMILES: Cl[C:2]1[CH:3]=[CH:4][C:5]2[N:6]([C:8]([C:11]3([C:14]4[CH:15]=[C:16]5[C:21](=[CH:22][CH:23]=4)[N:20]=[CH:19][CH:18]=[CH:17]5)[CH2:13][CH2:12]3)=[N:9][N:10]=2)[N:7]=1.C([Sn](CCCC)(CCCC)[C:29]([O:31]CC)=[CH2:30])CCC>O1CCOCC1.CCOC(C)=O.Cl[Pd](Cl)([P](C1C=CC=CC=1)(C1C=CC=CC=1)C1C=CC=CC=1)[P](C1C=CC=CC=1)(C1C=CC=CC=1)C1C=CC=CC=1>[N:20]1[C:21]2[C:16](=[CH:15][C:14]([C:11]3([C:8]4[N:6]5[N:7]=[C:2]([C:29](=[O:31])[CH3:30])[CH:3]=[CH:4][C:5]5=[N:10][N:9]=4)[CH2:13][CH2:12]3)=[CH:23][CH:22]=2)[CH:17]=[CH:18][CH:19]=1 |^1:56,75|. Reported procedure: A solution of 6-[1-(6-chloro-[1,2,4]triazolo[4,3-b]pyridazin-3-yl)-cyclopropyl]-quinoline (30 mg, 0.093 mmol), PdCl2(PPh3)2 (6.5 mg, 0.0093 mmol) and tributyl(1-ethoxyvinyl)stannane (67 mg, 0.186 mmol) in 1,4-dioxane (3 mL) was heated at 90° C. for 3 h under N2. The reaction mixture was diluted with EtOAc, washed with aqueous KF. The organic layer was dried over Na2SO4, filtered and concentrated in vacuo. The residue was dissolved in HOAc and 3 N HCl, and stirred at room temperature for 3 h. The... Reactants: C[Al](C)C, COC(=O)Nc1nc(OC)nc(OC)n1, Cc1ccccc1, ClCCl, NS(=O)(=O)c1ccccc1S(=O)(=O)N1CCC1. The product is COc1nc(NC(=O)NS(=O)(=O)c2ccccc2S(=O)(=O)N2CCC2)nc(OC)n1. As a reaction SMILES: [CH3:21][Al:22]([CH3:23])[CH3:24].[CH3:25][O:26][C:27]([NH:28][c:29]1[n:30][c:31]([O:37][CH3:38])[n:32][c:33]([O:35][CH3:36])[n:34]1)=[O:39].[CH3:40][c:41]1[cH:42][cH:43][cH:44][cH:45][cH:46]1.[Cl:18][CH2:19][Cl:20].[N:1]1([S:5](=[O:6])(=[O:7])[c:8]2[c:9]([S:14](=[O:15])(=[O:16])[NH2:17])[cH:10][cH:11][cH:12][cH:13]2)[CH2:2][CH2:3][CH2:4]1>>[N:1]1([S:5](=[O:6])(=[O:7])[c:8]2[c:9]([S:14](=[O:15])(=[O:16])[NH:17][C:27](=[O:26])[NH:28][c:29]3[n:30][c:31]([O:37][CH3:38])[n:32][c:33]([O:35][CH3:36])[n:34]3)[cH:10][cH:11][cH:12][cH:13]2)[CH2:2][CH2:3][CH2:4]1. Starting materials: CI, Nc1ccc(F)cn1, [H-], [Na+], C1CCOC1. Yields the product CNc1ccc(F)cn1. Reaction SMILES: [CH3:11][I:12].[F:3][c:4]1[cH:5][cH:6][c:7]([NH2:10])[n:8][cH:9]1.[H-:1].[Na+:2].[O:13]1[CH2:14][CH2:15][CH2:16][CH2:17]1>>[F:3][c:4]1[cH:5][cH:6][c:7]([NH:10][CH3:11])[n:8][cH:9]1. Solvent: CO (methanol). Reaction conditions: time 1 hour. The reactants are Cl.CN1CC2=CC(=CC=C2CC1C)[N+](=O)[O-] (2,3-dimethyl-7-nitro-1,2,3,4-tetrahydroisoquinoline hydrochloride), Pd-. Procedure details: To 2,3-dimethyl-7-nitro-1,2,3,4-tetrahydroisoquinoline hydrochloride (2.0 g, 8.24 mmol) in methanol (100 ml) was added a catalytic amount of 10% Pd--C. The mixture was hydrogenated at 50 psi for 1 h, filtered, and concentrated to a solid which was used immediately in the next reaction (1.6 g, 92%), m.p. 215-217° C. Product: Cl.CN1CC2=CC(=CC=C2CC1C)N (2,3-Dimethyl-7-amino-1,2,3,4-tetrahydroisoquinoline Hydrochloride). As a reaction SMILES: [ClH:1].[CH3:2][N:3]1[CH:12]([CH3:13])[CH2:11][C:10]2[C:5](=[CH:6][C:7]([N+:14]([O-])=O)=[CH:8][CH:9]=2)[CH2:4]1>CO>[ClH:1].[CH3:2][N:3]1[CH:12]([CH3:13])[CH2:11][C:10]2[C:5](=[CH:6][C:7]([NH2:14])=[CH:8][CH:9]=2)[CH2:4]1 |f:0.1,3.4|. Reactants: N1(CCCC1)CCOCC1=C(C=CC=C1)/C=C/C(=O)OCC (ethyl (2E)-3-(2-{[2-(1-pyrrolidinyl)ethoxy]methyl}phenyl)-2-propenoate). The reagents and catalysts are [Pd] (Pd/C). Run in C(C)O (ethanol). The product is N1(CCCC1)CCOCC1=C(C=CC=C1)CCC(=O)OCC (Ethyl 3-(2-{[2-(1-pyrrolidinyl)ethoxy]methyl}phenyl)propanoate). Isolated yield 97.1%. Reaction SMILES: [N:1]1([CH2:6][CH2:7][O:8][CH2:9][C:10]2[CH:15]=[CH:14][CH:13]=[CH:12][C:11]=2/[CH:16]=[CH:17]/[C:18]([O:20][CH2:21][CH3:22])=[O:19])[CH2:5][CH2:4][CH2:3][CH2:2]1>C(O)C.[Pd]>[N:1]1([CH2:6][CH2:7][O:8][CH2:9][C:10]2[CH:15]=[CH:14][CH:13]=[CH:12][C:11]=2[CH2:16][CH2:17][C:18]([O:20][CH2:21][CH3:22])=[O:19])[CH2:2][CH2:3][CH2:4][CH2:5]1. Procedure details: A mixture of ethyl (2E)-3-(2-{[2-(1-pyrrolidinyl)ethoxy]methyl}phenyl)-2-propenoate (8.27 g, 27.3 mmol) and 5% Pd/C (800 mg) in ethanol (50 ml) was hydrogenated under a hydrogen balloon for 3 h The reaction mixture was filtered through a pad of celite and the resulting Pd/C on the celite pad was washed with ethanol. The filtrate was evaporated in vacuo to afford the titled compound (8.10 g, 97.2%) as a yellow oil. Starting materials: C(C1=CC=CC=C1)N1C(=C(C2=CC=C(C=C12)Cl)OC=1C=C(C=CC1)CC#N)C ([3-(1-Benzyl-6-chloro-2-methyl-1H-indol-3-yloxy)-phenyl]-acetonitrile), N(=[N+]=[N-])[Si](C)(C)C (azidotrimethylsilane), C(CCC)[Sn](CCCC)=O (dibutyltin(IV) oxide). Solvent: C1(=CC=CC=C1)C (toluene). Reaction conditions: temperature 90 celsius. The product is C(C1=CC=CC=C1)N1C(=C(C2=CC=C(C=C12)Cl)OC1=CC(=CC=C1)CC=1N=NNN1)C (1-Benzyl-6-chloro-2-methyl-3-[3-(2H-tetrazol-5-ylmethyl)-phenoxy]-1H-indole). RXN SMILES: [CH2:1]([N:8]1[C:16]2[C:11](=[CH:12][CH:13]=[C:14]([Cl:17])[CH:15]=2)[C:10]([O:18][C:19]2[CH:20]=[C:21]([CH2:25][C:26]#[N:27])[CH:22]=[CH:23][CH:24]=2)=[C:9]1[CH3:28])[C:2]1[CH:7]=[CH:6][CH:5]=[CH:4][CH:3]=1.[N:29]([Si](C)(C)C)=[N+:30]=[N-:31].C([Sn](=O)CCCC)CCC>C1(C)C=CC=CC=1>[CH2:1]([N:8]1[C:16]2[C:11](=[CH:12][CH:13]=[C:14]([Cl:17])[CH:15]=2)[C:10]([O:18][C:19]2[CH:24]=[CH:23][CH:22]=[C:21]([CH2:25][C:26]3[N:29]=[N:30][NH:31][N:27]=3)[CH:20]=2)=[C:9]1[CH3:28])[C:2]1[CH:7]=[CH:6][CH:5]=[CH:4][CH:3]=1. Procedure details: [3-(1-Benzyl-6-chloro-2-methyl-1H-indol-3-yloxy)-phenyl]-acetonitrile (0.030 g, 0.078 mmol) was dissolved in toluene (1 mL) along with azidotrimethylsilane (44 μL, 0.33 mmol) and dibutyltin(IV) oxide (0.002 g, 0.008 mmol). The reaction was heated to 90° C. for 2 days then concentrated. The crude material was dissolved in DMSO and purified via preparatory HPLC to give the title compound.